From a dataset of the Open Reaction Database (ORD), a public repository of structured organic reaction records. describe an organic reaction: reactants, conditions, products, and yield Run in ClCCl (dichloromethane), ClCCl (dichloromethane), ClCCl (dichloromethane). The reagents and catalysts are [Cl-].C(CCC)[N+](CCCC)(CCCC)CCCC (tetrabutylammonium chloride). Run at temperature 10 celsius. Yields the product C(C1=CC=CC=C1)O[C@H]1C(OCCCCCCO)O[C@@H]([C@H]([C@@H]1OCC1=CC=CC=C1)OCC1=CC=CC=C1)COCC1=CC=CC=C1 (2,3,4,6-Tetra-O-benzyl-1-O-(1-hydroxy-hex-6-yl)-glucopyranose). Reactants: C(C1=CC=CC=C1)O[C@H]1C(O)O[C@@H]([C@H]([C@@H]1OCC1=CC=CC=C1)OCC1=CC=CC=C1)COCC1=CC=CC=C1 (2,3,4,6-tetra-O-benzylglucopyranose), C[Si](OCCCCCCBr)(C(C)(C)C)C (1-(dimethyl-tert-butylsilyloxy)-6-bromohexane), fine-powder, [OH-].[Na+] (sodium hydroxide). RXN SMILES: [CH2:1]([O:8][C@@H:9]1[C@@H:15]([O:16][CH2:17][C:18]2[CH:23]=[CH:22][CH:21]=[CH:20][CH:19]=2)[C@H:14]([O:24][CH2:25][C:26]2[CH:31]=[CH:30][CH:29]=[CH:28][CH:27]=2)[C@@H:13]([CH2:32][O:33][CH2:34][C:35]2[CH:40]=[CH:39][CH:38]=[CH:37][CH:36]=2)[O:12][CH:10]1[OH:11])[C:2]1[CH:7]=[CH:6][CH:5]=[CH:4][CH:3]=1.[OH-].[Na+].C[Si](C)(C(C)(C)C)[O:45][CH2:46][CH2:47][CH2:48][CH2:49][CH2:50][CH2:51]Br>[Cl-].C([N+](CCCC)(CCCC)CCCC)CCC.ClCCl>[CH2:1]([O:8][C@@H:9]1[C@@H:15]([O:16][CH2:17][C:18]2[CH:23]=[CH:22][CH:21]=[CH:20][CH:19]=2)[C@H:14]([O:24][CH2:25][C:26]2[CH:27]=[CH:28][CH:29]=[CH:30][CH:31]=2)[C@@H:13]([CH2:32][O:33][CH2:34][C:35]2[CH:36]=[CH:37][CH:38]=[CH:39][CH:40]=2)[O:12][CH:10]1[O:11][CH2:51][CH2:50][CH2:49][CH2:48][CH2:47][CH2:46][OH:45])[C:2]1[CH:3]=[CH:4][CH:5]=[CH:6][CH:7]=1 |f:1.2,4.5|. Procedure details: A mixture that consists of 54.1 g (100 mmol) of 2,3,4,6-tetra-O-benzylglucopyranose, 1.39 g (5 mmol) of tetrabutylammonium chloride and 24 g (600 mmol) of fine-powder sodium hydroxide in 350 ml of dichloromethane is cooled to 10° C. At 10° C., 41.3 g (140 mmol) of 1-(dimethyl-tert-butylsilyloxy)-6-bromohexane, dissolved in 100 ml of dichloromethane, is added in drops over 50 minutes while being stirred vigorously. It is stirred for three hours at 10° C. 350 ml of dichloromethane is added, solid ...